From a dataset of the Open Reaction Database (ORD), a public repository of structured organic reaction records. describe an organic reaction: reactants, conditions, products, and yield Reactants: O (water), ClC1=CC=C(CC2(OC2)C2(CC2)F)C=C1 (2-(4-chlorobenzyl)-2-(1-fluorocyclopropyl)-oxirane), N1N=CN=C1 (1,2,4-triazole), potassium tert.-butylate. Run in CN(C=O)C (dimethylformamide), CN(C=O)C (dimethylformamide). Yields the product ClC1=CC=C(C=C1)CC(CN1N=CN=C1)(O)C1(CC1)F (1-(4-chlorophenyl)-2-(1-fluorocyclopropyl)-3-(1,2,4-triazol-1-yl)-propan-2-ol). Yield: 47.4%. As a reaction SMILES: [Cl:1][C:2]1[CH:15]=[CH:14][C:5]([CH2:6][C:7]2([C:10]3([F:13])[CH2:12][CH2:11]3)[CH2:9][O:8]2)=[CH:4][CH:3]=1.[NH:16]1[CH:20]=[N:19][CH:18]=[N:17]1.O>CN(C)C=O>[Cl:1][C:2]1[CH:15]=[CH:14][C:5]([CH2:6][C:7]([C:10]2([F:13])[CH2:12][CH2:11]2)([OH:8])[CH2:9][N:16]2[CH:20]=[N:19][CH:18]=[N:17]2)=[CH:4][CH:3]=1. Procedure details: A solution of 3.3 g (15.7 mmol) of 2-(4-chlorobenzyl)-2-(1-fluorocyclopropyl)-oxirane in 10 ml of dimethylformamide is added dropwise to a mixture of 3.3 g (47.1 mmol) of 1,2,4-triazole and 0.35 g (3.14 mmol) of potassium tert.-butylate in 20 ml of dimethylformamide at a temperature of 80° C., while stirring. When the addition has ended, the reaction mixture is stirred for 13 hours at 80° C. The solvent is then stripped off under reduced pressure, and the remaining residue is taken up with water...